From a dataset of the Open Reaction Database (ORD), a public repository of structured organic reaction records. describe an organic reaction: reactants, conditions, products, and yield Reactants: 5g, C1(CCCCC1)C1=CC(=C(C=C1)C(C(=O)O)C)O (2-(4-cyclohexyl-2-hydroxyphenyl)- propionic acid), O (water), C1(=CC=C(C=C1)S(=O)(=O)O)C (p-toluenesulphonic acid). Solvent: C1(=CC=CC=C1)C (toluene). The product is C1(CCCCC1)C1=CC2=C(C(C(O2)=O)C)C=C1 (6-cyclohexyl-2,3-dihydro-3-methylbenzofuran-2-one). Reaction SMILES: [CH:1]1([C:7]2[CH:12]=[CH:11][C:10]([CH:13]([CH3:17])[C:14]([OH:16])=O)=[C:9]([OH:18])[CH:8]=2)[CH2:6][CH2:5][CH2:4][CH2:3][CH2:2]1.O.C1(C)C=CC(S(O)(=O)=O)=CC=1>C1(C)C=CC=CC=1>[CH:1]1([C:7]2[CH:12]=[CH:11][C:10]3[CH:13]([CH3:17])[C:14](=[O:16])[O:18][C:9]=3[CH:8]=2)[CH2:2][CH2:3][CH2:4][CH2:5][CH2:6]1. Procedure: 5g of 2-(4-cyclohexyl-2-hydroxyphenyl)- propionic acid are heated at reflux in a water separator for 2 hours in the presence of 50 mg of p-toluenesulphonic acid in 200 cc of toluene. The solution is concentrated by evaporation and the residue is chromatographed on 500 g of silica gel. Elution with methylene chloride yields pure 6-cyclohexyl-2,3-dihydro-3-methylbenzofuran-2-one having an M.P. of 87-89° after crystallization from petroleum ether. Reactants: C(C1=CC=CC=C1)[C@@H](C(=O)N1CCC(CC1)O)NC(=O)C=1NC2=CC=C(C=C2C1)Cl (5-Chloro-1H-indole-2-carboxylic acid [(1S)-benzyl-2-(4-hydroxy-piperidin-1-yl)-2-oxo-ethyl]-amide), Cl.CN(CCCN=C=NCC)C (1-(3-dimethylaminopropyl)3-ethylcarbodiimide hydrochloride), ClC(C(=O)O)Cl (dichloroacetic acid). The solvent is C1(=CC=CC=C1)C (toluene), CS(=O)C (dimethylsulfoxide), C(C)(=O)OCC (ethyl acetate). Reaction conditions: temperature 10 celsius, time 2 hour. Yields the product C(C1=CC=CC=C1)[C@@H](C(N1CCC(CC1)=O)=O)NC(=O)C=1NC2=CC=C(C=C2C1)Cl (5-Chloro-1H-indole-2-carboxylic acid [1(S)-benzyl-2-oxo-2-(4-oxo-piperidin-1-yl)-ethyl]-amide). Reaction SMILES: [CH2:1]([C@H:8]([NH:18][C:19]([C:21]1[NH:22][C:23]2[C:28]([CH:29]=1)=[CH:27][C:26]([Cl:30])=[CH:25][CH:24]=2)=[O:20])[C:9]([N:11]1[CH2:16][CH2:15][CH:14]([OH:17])[CH2:13][CH2:12]1)=[O:10])[C:2]1[CH:7]=[CH:6][CH:5]=[CH:4][CH:3]=1.Cl.CN(C)CCCN=C=NCC.ClC(Cl)C(O)=O>C1(C)C=CC=CC=1.CS(C)=O.C(OCC)(=O)C>[CH2:1]([C@H:8]([NH:18][C:19]([C:21]1[NH:22][C:23]2[C:28]([CH:29]=1)=[CH:27][C:26]([Cl:30])=[CH:25][CH:24]=2)=[O:20])[C:9](=[O:10])[N:11]1[CH2:12][CH2:13][C:14](=[O:17])[CH2:15][CH2:16]1)[C:2]1[CH:7]=[CH:6][CH:5]=[CH:4][CH:3]=1 |f:1.2|. Reported procedure: 5-Chloro-1H-indole-2-carboxylic acid [(1S)-benzyl-2-(4-hydroxy-piperidin-1-yl)-2-oxo-ethyl]-amide (Example 46, 669 mg) was added in one portion at 0° C. to a mixture of 1-(3-dimethylaminopropyl)3-ethylcarbodiimide hydrochloride (DEC, 1.80 g, 9.4 mmol) and dichloroacetic acid (307 mg, 1.5 mmol) in anhydrous toluene (e mL) and anhydrous dimethylsulfoxide (e mL). The mixture was stirred at 0-20° C. for 2 h, diluted with ethyl acetate, the resulting solution washed twice with 1N HCl, twice with satu... Reactants: C, CC(Cn1cc(-c2ccccc2)c2ccccc2c1=O)NCc1ccccc1, CC(=O)O, CCO, [H][H], [Pd]. The product is CC(N)Cn1cc(-c2ccccc2)c2ccccc2c1=O. As a reaction SMILES: [C:35].[CH2:1]([c:2]1[cH:3][cH:4][cH:5][cH:6][cH:7]1)[NH:8][CH:9]([CH2:10][n:11]1[c:12](=[O:27])[c:13]2[cH:14][cH:15][cH:16][cH:17][c:18]2[c:19](-[c:21]2[cH:22][cH:23][cH:24][cH:25][cH:26]2)[cH:20]1)[CH3:28].[CH3:29][C:30](=[O:31])[OH:32].[CH3:37][CH2:38][OH:39].[H:33][H:34].[Pd:36]>>[NH2:8][CH:9]([CH2:10][n:11]1[c:12](=[O:27])[c:13]2[cH:14][cH:15][cH:16][cH:17][c:18]2[c:19](-[c:21]2[cH:22][cH:23][cH:24][cH:25][cH:26]2)[cH:20]1)[CH3:28]. The reactants are C1CCOC1, CI, [K+], [K+], O=C([O-])[O-], CC(C)n1nc(Br)c2ccc(O)cc2c1=O. The product is COc1ccc2c(Br)nn(C(C)C)c(=O)c2c1. Reaction SMILES: [CH2:25]1[O:26][CH2:27][CH2:28][CH2:29]1.[CH3:23][I:24].[K+:17].[K+:18].[O-:19][C:20]([O-:21])=[O:22].[OH:1][c:2]1[cH:3][cH:4][c:5]2[c:6]([Br:16])[n:7][n:8]([CH:13]([CH3:14])[CH3:15])[c:9](=[O:12])[c:10]2[cH:11]1>>[O:1]([c:2]1[cH:3][cH:4][c:5]2[c:6]([Br:16])[n:7][n:8]([CH:13]([CH3:14])[CH3:15])[c:9](=[O:12])[c:10]2[cH:11]1)[CH3:20]. Reactants: ClC1=NC(=C2N=CN(C2=N1)C1CCCC1)Cl (2,6-dichloro-9-cyclopentylpurine), NC1CCN(CC1)CCN1CCOCC1 (4-amino-1-(2-(4-morpholinyl)ethyl)piperidine). The solvent is C(C)N(CC)CC (triethylamine). Yields the product C1(CCCC1)N1C2=NC=NC=C2N=C1 (9-cyclopentylpurine). As a reaction SMILES: Cl[C:2]1[N:10]=[C:9]2[C:5]([N:6]=[CH:7][N:8]2[CH:11]2[CH2:15][CH2:14][CH2:13][CH2:12]2)=[C:4](Cl)[N:3]=1.NC1CCN(CCN2CCOCC2)CC1>C(N(CC)CC)C>[CH:11]1([N:8]2[CH:7]=[N:6][C:5]3[C:9]2=[N:10][CH:2]=[N:3][CH:4]=3)[CH2:12][CH2:13][CH2:14][CH2:15]1. Procedure details: 2-Chloro-6-[4-(1-2-(4-morpholinyl)ethyl))piperidinylamino]-9-cyclopentylpurine is prepared from 2,6-dichloro-9-cyclopentylpurine, 4-amino-1-(2-(4-morpholinyl)ethyl)piperidine, and triethylamine essentially as described above in Example 1, Scheme A, step b. The reactants are NC1=CC=C(C=C1)N1C(=NC=C1)CC (1-(4-aminophenyl)-2-ethylimidazole), ClC1=CC=C(C(=O)Cl)C=C1 (p-chlorobenzoyl chloride), C(C)OCC (diethyl ether). The solvent is C1(=CC=CC=C1)C (toluene). Run at time 7 hour. Yields the product ClC1=CC=C(C(=O)NC2=CC=C(C=C2)N2C(=NC=C2)CC)C=C1 (1-[4-(4-chlorobenzoylamino)phenyl]-2-ethylimidazole). Yield: 75.6%. RXN SMILES: [NH2:1][C:2]1[CH:7]=[CH:6][C:5]([N:8]2[CH:12]=[CH:11][N:10]=[C:9]2[CH2:13][CH3:14])=[CH:4][CH:3]=1.[Cl:15][C:16]1[CH:24]=[CH:23][C:19]([C:20](Cl)=[O:21])=[CH:18][CH:17]=1.C(OCC)C>C1(C)C=CC=CC=1>[Cl:15][C:16]1[CH:24]=[CH:23][C:19]([C:20]([NH:1][C:2]2[CH:3]=[CH:4][C:5]([N:8]3[CH:12]=[CH:11][N:10]=[C:9]3[CH2:13][CH3:14])=[CH:6][CH:7]=2)=[O:21])=[CH:18][CH:17]=1. Reported procedure: 1.9 g of 1-(4-aminophenyl)-2-ethylimidazole was added to a solution of 2.6 g of p-chlorobenzoyl chloride in 50 ml of toluene, and the mixture was refluxed with stirring for 7 hours. The reaction mixture was naturally cooled and diethyl ether was then added thereto. The precipitated crystal was recovered by filtration, washed sufficiently with ethyl ether and recrystallized from ethanol and then from water to obtain 2.5 g of the intended compound in the form of a hydrochloride. The melting point ... Starting materials: COC(=O)C12CC3C(C(CC(C1)C3)C2)=O (4-Oxo-adamantane-1-carboxylic acid methyl ester). The solvent is [Li+].[OH-].CO (LiOH MeOH), CO.[Li+].[OH-] (MeOH LiOH). Run at time 8 hour. Yields the product O=C1C2CC3(CC(CC1C3)C2)C(=O)O (4-Oxo-adamantane-1-carboxylic acid). Yield: 91.5%. As a reaction SMILES: C[O:2][C:3]([C:5]12[CH2:14][CH:9]3[CH2:10][CH:11]([CH2:13][CH:7]([C:8]3=[O:15])[CH2:6]1)[CH2:12]2)=[O:4]>[Li+].[OH-].CO>[O:15]=[C:8]1[CH:9]2[CH2:14][C:5]3([C:3]([OH:4])=[O:2])[CH2:12][CH:11]([CH2:13][CH:7]1[CH2:6]3)[CH2:10]2 |f:1.2.3|. Procedure: 1.64 g of 4-Oxo-adamantane-1-carboxylic acid methyl ester (10) were dissolved in 4 mL of 2M aq. LiOH/MeOH (1:1) and stirred overnight at room temperature. Additional 5 ml of the MeOH/LiOH mixture were added and stirring was continued until conversion was complete. The reaction mixture was acidified and extracted three times with ethyl acetate. The organic layer was dried over sodium sulphate and evaporated to dryness to give 1.4 g of (11) as a solid. Rt=0.87 min (Method 3). Detected mass: 195.2 ... The reactants are O=C([O-])O, CSc1ccc(N)cn1, O=N[O-], [Na+], [Na+], O, O=S(=O)(O)O. The product is CSc1ccc(O)cn1. As a reaction SMILES: [C:19](=[O:20])([OH:21])[O-:22].[CH3:6][S:7][c:8]1[cH:9][cH:10][c:11]([NH2:14])[cH:12][n:13]1.[N:15](=[O:16])[O-:17].[Na+:18].[Na+:23].[OH2:24].[S:1](=[O:2])(=[O:3])([OH:4])[OH:5]>>[CH3:6][S:7][c:8]1[cH:9][cH:10][c:11]([OH:16])[cH:12][n:13]1.